From a dataset of the Open Reaction Database (ORD), a public repository of structured organic reaction records. describe an organic reaction: reactants, conditions, products, and yield Reactants: C(C1=CC=CC=C1)N1C(C(=CC2=C(C(=NC(=C12)C=1C=NC=CC1)C(=O)O)O)C1=CC=CC=C1)=O (1-benzyl-5-hydroxy-2-oxo-3-phenyl-8-pyridin-3-yl-1,2-dihydro-[1,7]naphthyridine-6-carboxylic acid), C=1C=CC2=C(C1)N=NN2O (HOBt), Cl.COC(CC1(CC1)N)=O ((1-Amino-cyclopropyl)-acetic acid methyl ester HCl salt), CCN(C(C)C)C(C)C (Hunig's base), C(CCl)Cl (EDC). Solvent: CCOC(=O)C (EtOAc), C(Cl)Cl (CH2Cl2). Reaction conditions: time 16 hour. The product is COC(CC1(CC1)NC(=O)C=1C(=C2C=C(C(N(C2=C(N1)C=1C=NC=CC1)CC1=CC=CC=C1)=O)C1=CC=CC=C1)O)=O ({1-[(1-Benzyl-5-hydroxy-2-oxo-3-phenyl-8-pyridin-3-yl-1,2-dihydro-[1,7]naphthyridine-6-carbonyl)-amino]-cyclopropyl}-acetic acid methyl ester). Isolated yield 5.9%. As a reaction SMILES: [CH2:1]([N:8]1[C:17]2[C:12](=[C:13]([OH:27])[C:14]([C:24](O)=[O:25])=[N:15][C:16]=2[C:18]2[CH:19]=[N:20][CH:21]=[CH:22][CH:23]=2)[CH:11]=[C:10]([C:28]2[CH:33]=[CH:32][CH:31]=[CH:30][CH:29]=2)[C:9]1=[O:34])[C:2]1[CH:7]=[CH:6][CH:5]=[CH:4][CH:3]=1.C1C=CC2N(O)N=NC=2C=1.C(Cl)CCl.Cl.[CH3:50][O:51][C:52](=[O:58])[CH2:53][C:54]1([NH2:57])[CH2:56][CH2:55]1.CCN(C(C)C)C(C)C>C(Cl)Cl.CCOC(C)=O>[CH3:50][O:51][C:52](=[O:58])[CH2:53][C:54]1([NH:57][C:24]([C:14]2[C:13]([OH:27])=[C:12]3[C:17](=[C:16]([C:18]4[CH:19]=[N:20][CH:21]=[CH:22][CH:23]=4)[N:15]=2)[N:8]([CH2:1][C:2]2[CH:7]=[CH:6][CH:5]=[CH:4][CH:3]=2)[C:9](=[O:34])[C:10]([C:28]2[CH:29]=[CH:30][CH:31]=[CH:32][CH:33]=2)=[CH:11]3)=[O:25])[CH2:56][CH2:55]1 |f:3.4|. Procedure: A mixture of 1-benzyl-5-hydroxy-2-oxo-3-phenyl-8-pyridin-3-yl-1,2-dihydro-[1,7]naphthyridine-6-carboxylic acid (68 mg, 0.15 mmol) and HOBt (33 mg, 0.24 mmol) was dissolved in CH2Cl2 (3 mL). EDC (52 mg, 0.27 mmol) was added, and the resulting mixture was stirred for 10 min. (1-Amino-cyclopropyl)-acetic acid methyl ester HCl salt (40 mg, 0.24 mmol) and Hunig's base (0.1 mL, 0.55 mmol) were added, and the mixture was stirred for 16 h. The mixture was diluted with EtOAc and washed with 0.1 M HCl. Th...